Dataset: the Open Reaction Database (ORD), a public repository of structured organic reaction records. Task: describe an organic reaction: reactants, conditions, products, and yield The reactants are N(=O)[O-].[Na+] (NaNO2), NC1=C2CCC(C2=CC=C1)N1C(C(=CC=C1)C(=O)NC1=CC=NC=C1)=O (1-(4-amino-2,3-dihydro-1H-inden-1-yl)-2-oxo-N-(pyridin-4-yl)-1,2-dihydropyridine-3-carboxamide), Cl (HCl), C(=O)([O-])[O-].[Na+].[Na+] (Na2CO3), Cl (HCl). Reagents/catalysts: Cl[Cu] (CuCl). Solvent: O (H2O), O (H2O), O (H2O). Run at time 30 minute. Product: ClC1=C2CCC(C2=CC=C1)N1C(C(=CC=C1)C(=O)NC1=CC=NC=C1)=O (1-(4-chloro-2,3-dihydro-1H-inden-1-yl)-2-oxo-N-(pyridin-4-yl)-1,2-dihydropyridine-3-carboxamide). The yield is 55.0%. RXN SMILES: N[C:2]1[CH:10]=[CH:9][CH:8]=[C:7]2[C:3]=1[CH2:4][CH2:5][CH:6]2[N:11]1[CH:16]=[CH:15][CH:14]=[C:13]([C:17]([NH:19][C:20]2[CH:25]=[CH:24][N:23]=[CH:22][CH:21]=2)=[O:18])[C:12]1=[O:26].N([O-])=O.[Na+].C([O-])([O-])=O.[Na+].[Na+].[ClH:37]>O.Cl[Cu]>[Cl:37][C:2]1[CH:10]=[CH:9][CH:8]=[C:7]2[C:3]=1[CH2:4][CH2:5][CH:6]2[N:11]1[CH:16]=[CH:15][CH:14]=[C:13]([C:17]([NH:19][C:20]2[CH:25]=[CH:24][N:23]=[CH:22][CH:21]=2)=[O:18])[C:12]1=[O:26] |f:1.2,3.4.5|. Reported procedure: To a mixture of 1-(4-amino-2,3-dihydro-1H-inden-1-yl)-2-oxo-N-(pyridin-4-yl)-1,2-dihydropyridine-3-carboxamide (600 mg, 1.0 eq) in H2O (4 mL) and conc. HCl (2 mL) was added dropwise NaNO2 (1.1 eq) in H2O (1 mL) at 0° C., the mixture was stirred at room temperature for 30 minutes. Then this mixture was added to another flask containing CuCl (1.5 eq), 2 mL H2O and 1 mL aqueous HCl at 0° C., the mixture was stirred for 5 h. At the end of reaction, saturated Na2CO3 aqueous was added to adjust to pH ... Starting materials: 456, BrC1=C(C=CC(=C1)Cl)C1(OCCO1)CN1N=CN=C1 (1-[[2-(2-bromo-4-chlorophenyl)-1,3-dioxolan-2-yl]methyl]-1H-1,2,4-triazole), Cl (hydrochloric acid), [OH-].[Na+] (sodium hydroxide). Product: 17, BrC1=C(C=CC(=C1)Cl)C(CN1N=CN=C1)=O (1-(2-bromo-4-chlorophenyl)-2-(1H-1,2,4-triazol-1-yl)ethanone). RXN SMILES: [Br:1][C:2]1[CH:7]=[C:6]([Cl:8])[CH:5]=[CH:4][C:3]=1[C:9]1([CH2:14][N:15]2[CH:19]=[N:18][CH:17]=[N:16]2)OCC[O:10]1.Cl.[OH-].[Na+]>>[Br:1][C:2]1[CH:7]=[C:6]([Cl:8])[CH:5]=[CH:4][C:3]=1[C:9](=[O:10])[CH2:14][N:15]1[CH:19]=[N:18][CH:17]=[N:16]1 |f:2.3|. Reported procedure: A mixture of 456 parts of 1-[[2-(2-bromo-4-chlorophenyl)-1,3-dioxolan-2-yl]methyl]-1H-1,2,4-triazole and 1584 parts of concentrate hydrochloric acid was stirred and refluxed for 4 hours. The whole was treated with a sodium hydroxide solution 50%. After stirring for a while, the precipitated product I was filtered off, washed with water and set aside. The filtrate was extracted first twice with 4-methyl-2-pentanone and then three times with trichloromethane. The 4-methyl-2-pentanone layers were d... The reactants are FC(F)(F)Oc1ccc(Nc2nc(Cl)nc(N3CCOCC3)n2)cc1, NN, C1COCCO1, O, O. The product is NNc1nc(Nc2ccc(OC(F)(F)F)cc2)nc(N2CCOCC2)n1. As a reaction SMILES: [Cl:1][c:2]1[n:3][c:4]([NH:14][c:15]2[cH:16][cH:17][c:18]([O:21][C:22]([F:23])([F:24])[F:25])[cH:19][cH:20]2)[n:5][c:6]([N:8]2[CH2:9][CH2:10][O:11][CH2:12][CH2:13]2)[n:7]1.[NH2:27][NH2:28].[O:29]1[CH2:30][CH2:31][O:32][CH2:33][CH2:34]1.[OH2:26].[OH2:35]>>[c:2]1([NH:27][NH2:28])[n:3][c:4]([NH:14][c:15]2[cH:16][cH:17][c:18]([O:21][C:22]([F:23])([F:24])[F:25])[cH:19][cH:20]2)[n:5][c:6]([N:8]2[CH2:9][CH2:10][O:11][CH2:12][CH2:13]2)[n:7]1. Starting materials: CC(C)(C)NC(=O)C1CC2CCCCC2CN1C(=O)OCc1ccccc1, CCO. The product is CC(C)(C)NC(=O)C1CC2CCCCC2CN1. RXN SMILES: [CH2:1]([O:2][C:3](=[O:4])[N:11]1[CH2:12][CH:13]2[CH2:14][CH2:15][CH2:16][CH2:17][CH:18]2[CH2:19][CH:20]1[C:21](=[O:22])[NH:23][C:24]([CH3:25])([CH3:26])[CH3:27])[c:5]1[cH:6][cH:7][cH:8][cH:9][cH:10]1.[CH3:28][CH2:29][OH:30]>>[NH:11]1[CH2:12][CH:13]2[CH2:14][CH2:15][CH2:16][CH2:17][CH:18]2[CH2:19][CH:20]1[C:21](=[O:22])[NH:23][C:24]([CH3:25])([CH3:26])[CH3:27]. The reactants are CCOC(=O)N1CCC(Nc2ccc(F)cc2)(C(N)=O)CC1, CN(C)C=O. Yields the product CCOC(=O)N1CCC2(CC1)C(=O)NCN2c1ccc(F)cc1. Reaction SMILES: [C:1]([NH2:2])(=[O:3])[C:4]1([NH:15][c:16]2[cH:17][cH:18][c:19]([F:22])[cH:20][cH:21]2)[CH2:5][CH2:6][N:7]([C:10](=[O:11])[O:12][CH2:13][CH3:14])[CH2:8][CH2:9]1.[CH3:23][N:24]([CH3:25])[CH:26]=[O:27]>>[C:1]1(=[O:3])[NH:2][CH2:23][N:15]([c:16]2[cH:17][cH:18][c:19]([F:22])[cH:20][cH:21]2)[C:4]12[CH2:5][CH2:6][N:7]([C:10](=[O:11])[O:12][CH2:13][CH3:14])[CH2:8][CH2:9]2. The reactants are powder, nitro, C(C)(C)(C)C=1C=C(C(=O)OCCC(=O)OC2=CC(=C(C=C2)Cl)[N+](=O)[O-])C=C(C1O)C(C)(C)C (2-(4-Chloro-3-nitrophenylcarboxy)ethyl 3,5-di-t-butyl-4-hydroxybenzoate). Reagents/catalysts: [Fe] (Iron). The solvent is C(C)(=O)O (acetic acid), O (water). Run at time 3 hour. Yields the product C(C)(C)(C)C=1C=C(C(=O)OCCC(=O)OC2=CC(=C(C=C2)Cl)N)C=C(C1O)C(C)(C)C (2-(3-Amino-4-chlorophenylcarboxy)ethyl 3,5-di-t-butyl-4-hydroxybenzoate). The yield is 93.0%. As a reaction SMILES: [C:1]([C:5]1[CH:6]=[C:7]([CH:26]=[C:27]([C:30]([CH3:33])([CH3:32])[CH3:31])[C:28]=1[OH:29])[C:8]([O:10][CH2:11][CH2:12][C:13]([O:15][C:16]1[CH:21]=[CH:20][C:19]([Cl:22])=[C:18]([N+:23]([O-])=O)[CH:17]=1)=[O:14])=[O:9])([CH3:4])([CH3:3])[CH3:2]>C(O)(=O)C.O.[Fe]>[C:30]([C:27]1[CH:26]=[C:7]([CH:6]=[C:5]([C:1]([CH3:4])([CH3:3])[CH3:2])[C:28]=1[OH:29])[C:8]([O:10][CH2:11][CH2:12][C:13]([O:15][C:16]1[CH:21]=[CH:20][C:19]([Cl:22])=[C:18]([NH2:23])[CH:17]=1)=[O:14])=[O:9])([CH3:32])([CH3:33])[CH3:31]. Procedure details: Iron metal powder (13.4 g, 0.24 mole) was added portionwise to a solution of the nitro compound (22.9 g, 0.048 mole) from (b) in acetic acid (110 ml) and water (10 ml), heated on a steam bath. Heating was continued for a further 3 hours, after which the suspension was filtered hot through kieselguhr. The filtrate was poured into a mixture of ice/water (1 liter) with rapid stirring and the precipitate was collected by filtration to give the product as a white solid (20 g, 93%). m.p. 122°-124° C. Reactants: C(C)C(CN1C2=CC=CC=C2C=2C=C(C3=C(C12)C=CC=C3)C=O)CCCC (11-(2-ethylhexyl)-11H-benzo[a]carbazole-5-carbaldehyde), [Al+3].[Cl-].[Cl-].[Cl-] (AlCl3), FC1=C(C(=O)Cl)C=CC=C1 (2-fluorobenzoyl chloride), ice water. Run in C(Cl)Cl (CH2Cl2). Reaction conditions: time 17 hour. Product: C(C)C(CN1C2=CC=C(C=C2C=2C=C(C3=C(C12)C=CC=C3)C=O)C(C3=C(C=CC=C3)F)=O)CCCC (11-(2-Ethylhexyl)-8-(2-fluorobenzoyl)-11H-benzo[a]carbazole-5-carbaldehyde). The yield is 93.9%. RXN SMILES: [CH2:1]([CH:3]([CH2:24][CH2:25][CH2:26][CH3:27])[CH2:4][N:5]1[C:17]2[C:16]3[CH:18]=[CH:19][CH:20]=[CH:21][C:15]=3[C:14]([CH:22]=[O:23])=[CH:13][C:12]=2[C:11]2[C:6]1=[CH:7][CH:8]=[CH:9][CH:10]=2)[CH3:2].[Al+3].[Cl-].[Cl-].[Cl-].[F:32][C:33]1[CH:41]=[CH:40][CH:39]=[CH:38][C:34]=1[C:35](Cl)=[O:36]>C(Cl)Cl>[CH2:1]([CH:3]([CH2:24][CH2:25][CH2:26][CH3:27])[CH2:4][N:5]1[C:17]2[C:16]3[CH:18]=[CH:19][CH:20]=[CH:21][C:15]=3[C:14]([CH:22]=[O:23])=[CH:13][C:12]=2[C:11]2[C:6]1=[CH:7][CH:8]=[C:9]([C:35](=[O:36])[C:34]1[CH:38]=[CH:39][CH:40]=[CH:41][C:33]=1[F:32])[CH:10]=2)[CH3:2] |f:1.2.3.4|. Reported procedure: To 11-(2-ethylhexyl)-11H-benzo[a]carbazole-5-carbaldehyde (1.40 g, 3.91 mmol) in CH2Cl2 (20 ml) are added AlCl3 (1.21 g, 9.07 mmol) and 2-fluorobenzoyl chloride (0.70 g, 4.41 mmol) at 0° C. After stirring at room temperature for 17 hours, the reaction mixture is poured into ice-water. The crude product is extracted with CH2Cl2 and washed with water and brine. After drying over MgSO4 and concentration, the crude product is purified by column chromatography on silica gel eluting with CH2Cl2 to obt...